This data is from the Open Reaction Database (ORD), a public repository of structured organic reaction records. The task is: describe an organic reaction: reactants, conditions, products, and yield The reactants are BrC1=CC=C2C=C(C(=C(C2=C1)OS(=O)(=O)C(F)(F)F)C(C(=O)OCC)=O)C (ethyl 2-(7-bromo-3-methyl-1-(trifluoromethylsulfonyloxy)naphthalen-2-yl)-2-oxoacetate), ClC1=CC=C(C=C1)B(O)O (4-chlorophenylboronic acid), C(=O)([O-])[O-].[K+].[K+] (K2CO3), PdCl2dppf. Solvent: C1(=CC=CC=C1)C (PhCH3), CCO (EtOH), O (H2O), O (H2O), CCOC(=O)C (EtOAc). Reaction conditions: time 2 hour. Product: BrC1=CC=C2C=C(C(=C(C2=C1)C1=CC=C(C=C1)Cl)C(C(=O)OCC)=O)C (ethyl 2-(7-bromo-1-(4-chlorophenyl)-3-methylnaphthalen-2-yl)-2-oxoacetate), bis-coupled product. Reaction SMILES: [Br:1][C:2]1[CH:11]=[C:10]2[C:5]([CH:6]=[C:7]([CH3:27])[C:8]([C:20](=[O:26])[C:21]([O:23][CH2:24][CH3:25])=[O:22])=[C:9]2OS(C(F)(F)F)(=O)=O)=[CH:4][CH:3]=1.[Cl:28][C:29]1[CH:34]=[CH:33][C:32](B(O)O)=[CH:31][CH:30]=1.C([O-])([O-])=O.[K+].[K+]>C1(C)C=CC=CC=1.CCO.O.CCOC(C)=O>[Br:1][C:2]1[CH:11]=[C:10]2[C:5]([CH:6]=[C:7]([CH3:27])[C:8]([C:20](=[O:26])[C:21]([O:23][CH2:24][CH3:25])=[O:22])=[C:9]2[C:32]2[CH:33]=[CH:34][C:29]([Cl:28])=[CH:30][CH:31]=2)=[CH:4][CH:3]=1 |f:2.3.4|. Procedure details: To a solution of ethyl 2-(7-bromo-3-methyl-1-(trifluoromethylsulfonyloxy)naphthalen-2-yl)-2-oxoacetate (235 mg, 0.50 mmol) in PhCH3 (1.2 mL), EtOH (0.6 mL), H2O (0.6 mL) was added 4-chlorophenylboronic acid (86 mg, 0.55 mmol), K2CO3 (207 mg, 1.5 mmol), and PdCl2dppf (11 mg, 0.015 mmol). The reaction mixture was stirred at room temperature for 2 h and was then diluted with H2O and EtOAc. The layers were separated, and the organic layer was dried, filtered, and concentrated in vacuo. The crude mat... Starting materials: CC=1NC2=C(N1)C=C(C(=C2)C)C (2,5,6-Trimethylbenzimidazole), [H][H] (hydrogen). Reagents/catalysts: [Pd] (palladium). Run in glacial acid. Product: CC1=NC2=C(N1)CC(C(C2)C)C (2,5,6-Trimethyl-4,5,6,7-tetrahydro-1H-benzimidazole). RXN SMILES: [CH3:1][C:2]1[NH:3][C:4]2[CH:10]=[C:9]([CH3:11])[C:8]([CH3:12])=[CH:7][C:5]=2[N:6]=1.[H][H]>[Pd]>[CH3:1][C:2]1[NH:3][C:4]2[CH2:10][CH:9]([CH3:11])[CH:8]([CH3:12])[CH2:7][C:5]=2[N:6]=1. Reported procedure: 10.0 g (62.41 mmol) 2,5,6-Trimethylbenzimidazole are dissolved in 60 ml glacial acid. 2.0 g (1.89 mmol) palladium (10% on carbon) are added under argon and the reaction mixture is treated with hydrogen at a temperature of 150° C. and 80 bar pressure for 48 h. The solution is filtrated over celite and washed with glacial acid. The solvent is evaporated under vacuum, 10 ml water and sodium hydroxid solution are added the solution to a pH of 9-10. The precipitate is filtrated and washed with water.... Starting materials: CCCC[Sn](CCCC)(CCCC)COCc1cc(C(F)(F)F)cc(C(F)(F)F)c1, CCOCC, ClC(Cl)Cl, O=C(Cl)c1ccccc1Cl, [F-], [K+]. Product: O=C(COCc1cc(C(F)(F)F)cc(C(F)(F)F)c1)c1ccccc1Cl. RXN SMILES: [CH2:11]([Sn:12]([CH2:13][CH2:14][CH2:15][CH3:33])([CH2:16][O:17][CH2:18][c:19]1[cH:20][c:21]([C:29]([F:30])([F:31])[F:32])[cH:22][c:23]([C:25]([F:26])([F:27])[F:28])[cH:24]1)[CH2:34][CH2:35][CH2:36][CH3:37])[CH2:38][CH2:39][CH3:40].[CH3:41][CH2:42][O:43][CH2:44][CH3:45].[CH:48]([Cl:49])([Cl:50])[Cl:51].[Cl:1][C:2](=[O:3])[c:4]1[cH:5][cH:6][cH:7][cH:8][c:9]1[Cl:10].[F-:46].[K+:47]>>[C:2](=[O:3])([c:4]1[cH:5][cH:6][cH:7][cH:8][c:9]1[Cl:10])[CH2:16][O:17][CH2:18][c:19]1[cH:20][c:21]([C:29]([F:30])([F:31])[F:32])[cH:22][c:23]([C:25]([F:26])([F:27])[F:28])[cH:24]1. Reaction SMILES: [BH:1]([OH:2])[OH:3].[Br:43][c:44]1[cH:45][cH:46][c:47]([C:50]([C:51]([F:52])([F:53])[F:54])=[O:55])[cH:48][cH:49]1.[C:4](=[O:5])([O:6][C:7]([CH3:8])([CH3:9])[CH3:10])[N:11]([CH:12]1[CH2:13][CH2:14][CH:15]([N:18]([C:19](=[O:20])[c:21]2[c:22]([Cl:32])[c:23]3[c:24]([s:25]2)[c:26]([F:31])[cH:27][cH:28][c:29]3[F:30])[CH2:33][c:34]2[cH:35][cH:36][cH:37][cH:38][c:39]2[O:40][CH3:41])[CH2:16][CH2:17]1)[CH3:42]>>[C:4](=[O:5])([O:6][C:7]([CH3:8])([CH3:9])[CH3:10])[N:11]([CH:12]1[CH2:13][CH2:14][CH:15]([N:18]([C:19](=[O:20])[c:21]2[c:22]([Cl:32])[c:23]3[c:24]([s:25]2)[c:26]([F:31])[cH:27][cH:28][c:29]3[F:30])[CH2:33][c:34]2[cH:35][c:36](-[c:44]3[cH:45][cH:46][c:47]([C:50]([C:51]([F:52])([F:53])[F:54])=[O:55])[cH:48][cH:49]3)[cH:37][cH:38][c:39]2[O:40][CH3:41])[CH2:16][CH2:17]1)[CH3:42]. Product: COc1ccc(-c2ccc(C(=O)C(F)(F)F)cc2)cc1CN(C(=O)c1sc2c(F)ccc(F)c2c1Cl)C1CCC(N(C)C(=O)OC(C)(C)C)CC1. Reactants: OBO, O=C(c1ccc(Br)cc1)C(F)(F)F, COc1ccccc1CN(C(=O)c1sc2c(F)ccc(F)c2c1Cl)C1CCC(N(C)C(=O)OC(C)(C)C)CC1. Reactants: COC(C1=NC=CC(=C1)I)=O (4-Iodopicolinic acid methyl ester), C1(=CC=CC=C1)P(C1=CC=CC=C1)C1=CC=CC=C1 (triphenylphosphine), C(C)OC(C#C)OCC (3,3-Diethoxy-propyne). Reagents/catalysts: [Cu]I (copper(I) iodide), C(C)(=O)[O-].[Pd+2].C(C)(=O)[O-] (palladium acetate). The solvent is C(C)N(CC)CC (triethylamine). Conditions: time 3 hour. The product is COC(=O)C1=NC=CC(=C1)CCCO (4-(3-hydroxy-propyl)-pyridine-2-carboxylic acid methyl ester). RXN SMILES: [CH3:1][O:2][C:3](=[O:11])[C:4]1[CH:9]=[C:8](I)[CH:7]=[CH:6][N:5]=1.C1(P(C2C=CC=CC=2)C2C=CC=CC=2)C=CC=CC=1.C([O:33][CH:34](OCC)[C:35]#[CH:36])C>[Cu]I.C([O-])(=O)C.[Pd+2].C([O-])(=O)C.C(N(CC)CC)C>[CH3:1][O:2][C:3]([C:4]1[CH:9]=[C:8]([CH2:36][CH2:35][CH2:34][OH:33])[CH:7]=[CH:6][N:5]=1)=[O:11] |f:4.5.6|. Reported procedure: To a dry flask were added intermediate 11b prepared in general method P (2.98 g, 11.33 mmol, 1 equiv), triphenylphosphine (238 mg, 0.91 mmol, 0.08 equiv), copper(I) iodide (172.6 mg, 0.91 mmol, 0.08 equiv), palladium acetate (101.6 mg, 0.45 mmol, 0.04 equiv) and triethylamine (42 mL). The mixture was deaerated with nitrogen, followed by addition of 3,3-Diethoxy-propyne (Aldrich) (2.90 g, 22.7 mmol, 2 equiv). The mixture was stirred at rt for 3 h. The solvent was removed under vacuum to give a da...